From a dataset of the Open Reaction Database (ORD), a public repository of structured organic reaction records. describe an organic reaction: reactants, conditions, products, and yield Starting materials: C=1(C(=CC=CC1)S(=O)(=O)OCCCOC1=CC2=CC=CC=C2C=C1)C (2-(3-toluenesulfonyloxypropoxy)naphthalene), [F-].[Cs+] (cesium fluoride), C(C)(C)(CC)O (t-amyl alcohol), C(C)OCC (ethyl ether). Solvent: CCCCCC (n-hexane), C(C)(=O)OCC (ethyl acetate). Conditions: temperature 90 celsius, time 2 hour. The product is FCCCOC1=CC2=CC=CC=C2C=C1 (2-(3-fluoropropoxy)naphthalene). The yield is 93.0%. RXN SMILES: C1(C)C(S(O[CH2:11][CH2:12][CH2:13][O:14][C:15]2[CH:24]=[CH:23][C:22]3[C:17](=[CH:18][CH:19]=[CH:20][CH:21]=3)[CH:16]=2)(=O)=O)=CC=CC=1.[F-:26].[Cs+].C(O)(CC)(C)C.C(OCC)C>CCCCCC.C(OCC)(=O)C>[F:26][CH2:11][CH2:12][CH2:13][O:14][C:15]1[CH:24]=[CH:23][C:22]2[C:17](=[CH:18][CH:19]=[CH:20][CH:21]=2)[CH:16]=1 |f:1.2|. Procedure: 356 mg (1.0 mmol) of 2-(3-toluenesulfonyloxypropoxy)naphthalene and 456 mg (3.0 mmol) of cesium fluoride are added to 4.0 mL of t-amyl alcohol in a reaction vessel. The reaction mixture is stirred for 2 hrs at 90° C. 7 mL of ethyl ether is added to remove metal salt. After filtration, the filtrate is concentrated by a reduced pressure distiller. 190 mg (93% yield) of 2-(3-fluoropropoxy)naphthalene is obtained by column chromatography (ethyl acetate:n-hexane=1:20). Reactants: CCOC(=O)C(=O)O, ClCCCl, [Cl-], CCNC(=O)OCCOc1ccc(Oc2ccccc2)cc1. Product: CCOC(=O)C(=O)N(CC)C(=O)OCCOc1ccc(Oc2ccccc2)cc1. RXN SMILES: [CH2:24]([CH3:25])[O:26][C:27]([C:28](=[O:29])[OH:30])=[O:31].[CH2:32]([Cl:33])[CH2:34][Cl:35].[Cl-:23].[O:1]([c:2]1[cH:3][cH:4][cH:5][cH:6][cH:7]1)[c:8]1[cH:9][cH:10][c:11]([O:12][CH2:13][CH2:14][O:15][C:16]([NH:17][CH2:18][CH3:19])=[O:20])[cH:21][cH:22]1>>[O:1]([c:2]1[cH:3][cH:4][cH:5][cH:6][cH:7]1)[c:8]1[cH:9][cH:10][c:11]([O:12][CH2:13][CH2:14][O:15][C:16]([N:17]([CH2:18][CH3:19])[C:28]([C:27]([O:26][CH2:24][CH3:25])=[O:31])=[O:30])=[O:20])[cH:21][cH:22]1.